The task is: describe an organic reaction: reactants, conditions, products, and yield. This data is from the Open Reaction Database (ORD), a public repository of structured organic reaction records. Yields the product CC1CN=C(c2ccc(-c3cc(Oc4ccc(S(C)(=O)=O)nc4)cc(OC(C)CO)c3)[nH]2)O1. The reactants are BrB(Br)Br, ClCCl, COCC(C)Oc1cc(Oc2ccc(S(C)(=O)=O)nc2)cc(-c2ccc(C3=NCC(C)O3)[nH]2)c1, [Cl-], [NH4+]. RXN SMILES: [B:35]([Br:36])([Br:37])[Br:38].[CH2:41]([Cl:42])[Cl:43].[CH3:1][O:2][CH2:3][CH:4]([O:5][c:6]1[cH:7][c:8]([O:9][c:10]2[cH:11][cH:12][c:13]([S:16](=[O:17])(=[O:18])[CH3:19])[n:14][cH:15]2)[cH:20][c:21](-[c:23]2[nH:24][c:25]([C:28]3=[N:32][CH2:31][CH:30]([CH3:33])[O:29]3)[cH:26][cH:27]2)[cH:22]1)[CH3:34].[Cl-:39].[NH4+:40]>>[OH:2][CH2:3][CH:4]([O:5][c:6]1[cH:7][c:8]([O:9][c:10]2[cH:11][cH:12][c:13]([S:16](=[O:17])(=[O:18])[CH3:19])[n:14][cH:15]2)[cH:20][c:21](-[c:23]2[nH:24][c:25]([C:28]3=[N:32][CH2:31][CH:30]([CH3:33])[O:29]3)[cH:26][cH:27]2)[cH:22]1)[CH3:34]. The reactants are O=C1CCC(N2Cc3c(OCc4cccc(CBr)c4)cccc3C2=O)C(=O)N1, CCN(C(C)C)C(C)C, Clc1ccc(C2CCNCC2)cc1, ClCCl, O. Product: O=C1CCC(N2Cc3c(OCc4cccc(CN5CCC(c6ccc(Cl)cc6)CC5)c4)cccc3C2=O)C(=O)N1. As a reaction SMILES: [Br:1][CH2:2][c:3]1[cH:4][c:5]([CH2:6][O:7][c:8]2[c:9]3[c:13]([cH:14][cH:15][cH:16]2)[C:12](=[O:17])[N:11]([CH:18]2[C:19](=[O:25])[NH:20][C:21](=[O:24])[CH2:22][CH2:23]2)[CH2:10]3)[cH:26][cH:27][cH:28]1.[CH2:42]([N:43]([CH:44]([CH3:45])[CH3:46])[CH:47]([CH3:48])[CH3:49])[CH3:50].[Cl:29][c:30]1[cH:31][cH:32][c:33]([CH:36]2[CH2:37][CH2:38][NH:39][CH2:40][CH2:41]2)[cH:34][cH:35]1.[Cl:51][CH2:52][Cl:53].[OH2:54]>>[CH2:2]([c:3]1[cH:4][c:5]([CH2:6][O:7][c:8]2[c:9]3[c:13]([cH:14][cH:15][cH:16]2)[C:12](=[O:17])[N:11]([CH:18]2[C:19](=[O:25])[NH:20][C:21](=[O:24])[CH2:22][CH2:23]2)[CH2:10]3)[cH:26][cH:27][cH:28]1)[N:39]1[CH2:38][CH2:37][CH:36]([c:33]2[cH:32][cH:31][c:30]([Cl:29])[cH:35][cH:34]2)[CH2:41][CH2:40]1. Reactants: BrC1=C(C=CC(=C1)[N+](=O)[O-])C1(COC1)C (3-(2-bromo-4-nitrophenyl)-3-methyloxetane), C(=O)[O-].[NH4+] (ammonium formate). The reagents and catalysts are [Pd] (Pd/C). The solvent is C(C)O (ethanol). Product: CC1(COC1)C1=CC=C(N)C=C1 (4-(3-methyloxetan-3-yl)aniline). Reaction SMILES: Br[C:2]1[CH:7]=[C:6]([N+:8]([O-])=O)[CH:5]=[CH:4][C:3]=1[C:11]1([CH3:15])[CH2:14][O:13][CH2:12]1.C([O-])=O.[NH4+]>C(O)C.[Pd]>[CH3:15][C:11]1([C:3]2[CH:4]=[CH:5][C:6]([NH2:8])=[CH:7][CH:2]=2)[CH2:14][O:13][CH2:12]1 |f:1.2|. Procedure: To a refluxing solution of 3-(2-bromo-4-nitrophenyl)-3-methyloxetane (68 mg, 0.2499 mmol) in ethanol (5 mL) was added ammonium formate (68 mg, 1.078 mmol) followed by the addition of Pd/C (32 mg, 0.3007 mmol). The reaction mixture was refluxed for an additional 5 minutes, cooled to room temperature and filtered through a plug of celite. The solvent was evaporated to get 4-(3-methyloxetan-3-yl)aniline. 1H NMR (400 MHz, DMSO-d6) δ 6.93-6.90 (m, 2H), 6.56 (d, J=8.5 Hz, 2H), 4.70 (d, J=5.4 Hz, 2H), ... The reactants are CNCc1ccccc1, FC(F)c1nc2ccccc2n1-c1nc(Cl)nc(N2CCOCC2)n1, C1COCCO1, O. Reaction SMILES: [CH3:26][NH:27][CH2:28][c:29]1[cH:30][cH:31][cH:32][cH:33][cH:34]1.[Cl:1][c:2]1[n:3][c:4](-[n:14]2[c:15]([CH:23]([F:24])[F:25])[n:16][c:17]3[c:18]2[cH:19][cH:20][cH:21][cH:22]3)[n:5][c:6]([N:8]2[CH2:9][CH2:10][O:11][CH2:12][CH2:13]2)[n:7]1.[O:35]1[CH2:36][CH2:37][O:38][CH2:39][CH2:40]1.[OH2:41]>>[c:2]1([N:27]([CH3:26])[CH2:28][c:29]2[cH:30][cH:31][cH:32][cH:33][cH:34]2)[n:3][c:4](-[n:14]2[c:15]([CH:23]([F:24])[F:25])[n:16][c:17]3[c:18]2[cH:19][cH:20][cH:21][cH:22]3)[n:5][c:6]([N:8]2[CH2:9][CH2:10][O:11][CH2:12][CH2:13]2)[n:7]1. Product: CN(Cc1ccccc1)c1nc(N2CCOCC2)nc(-n2c(C(F)F)nc3ccccc32)n1.